This data is from the Open Reaction Database (ORD), a public repository of structured organic reaction records. The task is: describe an organic reaction: reactants, conditions, products, and yield Procedure details: 1.2 g of 2-(3,3,3-trifluoropropyl)malononitrile and 0.76 g of 4-bromomethyl-1,1-difluorocyclohexane were dissolved in 10 ml of N,N-dimethylformamide, 0.99 g of potassium carbonate was added, and the mixture was stirred at room temperature overnight. Thereafter, water was added to the reaction mixture and the mixture was extracted with ethyl acetate. The organic layer was washed successively with dilute hydrochloric acid and aqueous saturated sodium chloride, dried over anhydrous magnesium sulfat... As a reaction SMILES: [F:1][C:2]([F:11])([F:10])[CH2:3][CH2:4][CH:5]([C:8]#[N:9])[C:6]#[N:7].Br[CH2:13][CH:14]1[CH2:19][CH2:18][C:17]([F:21])([F:20])[CH2:16][CH2:15]1.C(=O)([O-])[O-].[K+].[K+].O>CN(C)C=O>[F:20][C:17]1([F:21])[CH2:18][CH2:19][CH:14]([CH2:13][C:5]([CH2:4][CH2:3][C:2]([F:10])([F:11])[F:1])([C:8]#[N:9])[C:6]#[N:7])[CH2:15][CH2:16]1 |f:2.3.4|. Starting materials: O (water), FC(CCC(C#N)C#N)(F)F (2-(3,3,3-trifluoropropyl)malononitrile), BrCC1CCC(CC1)(F)F (4-bromomethyl-1,1-difluorocyclohexane), C([O-])([O-])=O.[K+].[K+] (potassium carbonate). Run in CN(C=O)C (N,N-dimethylformamide). Yields the product FC1(CCC(CC1)CC(C#N)(C#N)CCC(F)(F)F)F (2-(4,4-difluorocyclohexyl)methyl-2-(3,3,3-trifluoropropyl)malononitrile). Isolated yield 48.6%. Reaction conditions: time 8 hour.